From a dataset of the Open Reaction Database (ORD), a public repository of structured organic reaction records. describe an organic reaction: reactants, conditions, products, and yield Reactants: CC(CC(=O)O)(C1=CC=CC=C1)C (3,3-dimethyl-3-phenyl propionic acid), C(=O)=O.CC(=O)C (dry ice acetone), C(C(=O)C)(=O)O (pyruvic acid), C(C)I (Ethyl iodide), N1C(N=CC=C1)=O (1H-pyrimidinone), C(C)(C)[N-]C(C)C.[Li+] (Lithium diisopropylamide), ice water. Run in O1CCCC1 (tetrahydrofuran). The product is C(C)C(C(=O)O)C(C)(C1=CC=CC=C1)C (2-ethyl-3-methyl-3-phenylbutanoic acid). Yield: 30.0%. As a reaction SMILES: [CH3:1][C:2]([CH3:13])([C:7]1[CH:12]=[CH:11][CH:10]=[CH:9][CH:8]=1)[CH2:3][C:4]([OH:6])=[O:5].C(=O)=O.[CH3:17][C:18](C)=O.C([N-]C(C)C)(C)C.[Li+].C(O)(=O)C(C)=O.N1C=CC=NC1=O.C(I)C>O1CCCC1>[CH2:17]([CH:3]([C:2]([CH3:13])([C:7]1[CH:12]=[CH:11][CH:10]=[CH:9][CH:8]=1)[CH3:1])[C:4]([OH:6])=[O:5])[CH3:18] |f:1.2,3.4|. Reported procedure: In accordance with a modified literature procedure (Pfeffer, P. E.; Silbert, L. S.; Chirinko, J. M. J. Org. Chem. 37(3), 1972, 451-458), a solution of 3,3-dimethyl-3-phenyl propionic acid (0.47 g, 2.6 mmol, from Reference Example 22) in tetrahydrofuran (4.5 mL) is cooled to −40° C. (dry ice/acetone) while stirring under a nitrogen atmosphere. Lithium diisopropylamide (Aldrich, 2.0 M solution in tetrahydrofuran/ethylbenzene/heptane, 2.9 mL, 5.8 mmol) is added dropwise via syringe, followed by 1,3... The reactants are ClC=1C=C(C=CC1Cl)C1(CN(CCOC1)C(=O)OC(C)(C)C)O (tert-butyl (6RS)-6-(3,4-dichlorophenyl)-6-hydroxy-1,4-oxazepane-4-carboxylate), C(C)I (ethyl iodide). Product: ClC=1C=C(C=CC1Cl)C1(CN(CCOC1)C(=O)OC(C)(C)C)OCC (tert-butyl (6RS)-6-(3,4-dichlorophenyl)-6-ethoxy-1,4-oxazepane-4-carboxylate). RXN SMILES: [Cl:1][C:2]1[CH:3]=[C:4]([C:9]2([OH:23])[CH2:15][O:14][CH2:13][CH2:12][N:11]([C:16]([O:18][C:19]([CH3:22])([CH3:21])[CH3:20])=[O:17])[CH2:10]2)[CH:5]=[CH:6][C:7]=1[Cl:8].[CH2:24](I)[CH3:25]>>[Cl:1][C:2]1[CH:3]=[C:4]([C:9]2([O:23][CH2:24][CH3:25])[CH2:15][O:14][CH2:13][CH2:12][N:11]([C:16]([O:18][C:19]([CH3:20])([CH3:22])[CH3:21])=[O:17])[CH2:10]2)[CH:5]=[CH:6][C:7]=1[Cl:8]. Procedure details: Using tert-butyl (6RS)-6-(3,4-dichlorophenyl)-6-hydroxy-1,4-oxazepane-4-carboxylate (158 mg) and ethyl iodide (0.052 mL), and by a method similar to that of Example 17, step A), the title compound (160 mg) was obtained. Reactants: C, CCOC(C)=O, [H][H], O=C1Cc2ccccc2C(c2cccc([N+](=O)[O-])c2)N1, [Pd]. Yields the product Nc1cccc(C2NC(=O)Cc3ccccc32)c1. As a reaction SMILES: [C:29].[CH2:23]([O:24][C:25](=[O:26])[CH3:27])[CH3:28].[H:21][H:22].[N+:1]([O-:2])(=[O:3])[c:4]1[cH:5][c:6]([CH:10]2[NH:11][C:12](=[O:20])[CH2:13][c:14]3[cH:15][cH:16][cH:17][cH:18][c:19]32)[cH:7][cH:8][cH:9]1.[Pd:30]>>[NH2:1][c:4]1[cH:5][c:6]([CH:10]2[NH:11][C:12](=[O:20])[CH2:13][c:14]3[cH:15][cH:16][cH:17][cH:18][c:19]32)[cH:7][cH:8][cH:9]1. Reactants: ClC=1SC2=C(N1)C=CC(=C2)Cl (2,6-dichlorobenzo[d]thiazole), CN (MeNH2). Solvent: C1CCOC1 (THF), O (water). Reaction conditions: time 8 hour. The product is ClC1=CC2=C(N=C(S2)NC)C=C1 (6-chloro-N-methylbenzo[d]thiazol-2-amine). RXN SMILES: Cl[C:2]1[S:3][C:4]2[CH:10]=[C:9]([Cl:11])[CH:8]=[CH:7][C:5]=2[N:6]=1.[CH3:12][NH2:13]>C1COCC1.O>[Cl:11][C:9]1[CH:8]=[CH:7][C:5]2[N:6]=[C:2]([NH:13][CH3:12])[S:3][C:4]=2[CH:10]=1. Procedure details: To a solution of 2,6-dichlorobenzo[d]thiazole (2 g, 10 mmol) in 10 mL THF was added 25% MeNH2 in water (3 mL) dropwise. After the addition complete, the reaction mixture was stirred at room temperature overnight. Filter off the product and washed with methanol. Drying in vacuo to yield 1.5 g of the desired compound. LC-MS: m/z 204.2 (M+H)+ Procedure details: To a solution of 5.19 g (15 mmol) of p-toluenesulphonic acid (7-methoxy-1,2,3,4-tetrahydro-naphth-2-ylmethyl) ester in 75 ml of dimethylformamide there are added first 3.66 g (16.5 mmol) of 1,2,5,6-tetrahydropyridine-3-carboxylic acid methyl ester hydrobromide (guvacoline hydrobromide) and then 6.78 g (52.5 mmol) of N-ethyl-N,N-diisopropylamine. The mixture is stirred at 60° for 18 hours and then concentrated by evaporation under a high vacuum. Water is added to the residue and extraction is car... Solvent: CN(C=O)C (dimethylformamide). Reactants: COC1=CC=C2CCC(CC2=C1)COS(=O)(=O)C1=CC=C(C=C1)C (p-toluenesulphonic acid (7-methoxy-1,2,3,4-tetrahydro-naphth-2-ylmethyl) ester), Br.COC(=O)C=1CNCCC1 (1,2,5,6-tetrahydropyridine-3-carboxylic acid methyl ester hydrobromide), C(C)N(C(C)C)C(C)C (N-ethyl-N,N-diisopropylamine). The product is COC(=O)C=1CN(CCC1)CC1CC2=CC(=CC=C2CC1)OC (1-[(7-methoxy-1,2,3,4-tetrahydro-naphth-2-yl)methyl]-1,2,5,6-tetrahydropyridine-3-carboxylic acid methyl ester). Conditions: time 18 hour. Reaction SMILES: [CH3:1][O:2][C:3]1[CH:12]=[C:11]2[C:6]([CH2:7][CH2:8][CH:9]([CH2:13]OS(C3C=CC(C)=CC=3)(=O)=O)[CH2:10]2)=[CH:5][CH:4]=1.Br.[CH3:26][O:27][C:28]([C:30]1[CH2:31][NH:32][CH2:33][CH2:34][CH:35]=1)=[O:29].C(N(C(C)C)C(C)C)C>CN(C)C=O>[CH3:26][O:27][C:28]([C:30]1[CH2:31][N:32]([CH2:13][CH:9]2[CH2:8][CH2:7][C:6]3[C:11](=[CH:12][C:3]([O:2][CH3:1])=[CH:4][CH:5]=3)[CH2:10]2)[CH2:33][CH2:34][CH:35]=1)=[O:29] |f:1.2|. Starting materials: CC(C)(C)N, CCOC(C)=O, O=C(Cl)c1ccc2ccccc2c1. Yields the product CC(C)(C)NC(=O)c1ccc2ccccc2c1. Reaction SMILES: [CH3:14][C:15]([CH3:16])([CH3:17])[NH2:18].[CH3:19][CH2:20][O:21][C:22](=[O:23])[CH3:24].[cH:1]1[c:2]([C:11](=[O:12])[Cl:13])[cH:3][cH:4][c:5]2[cH:6][cH:7][cH:8][cH:9][c:10]12>>[cH:1]1[c:2]([C:11](=[O:12])[NH:18][C:15]([CH3:14])([CH3:16])[CH3:17])[cH:3][cH:4][c:5]2[cH:6][cH:7][cH:8][cH:9][c:10]12. Procedure details: 2-Cyano-N-(3-methyl-4-nitrophenyl)acetamide (0.61 g; 2.8 mmol) is dissolved in tetrahydrofuran (30 ml) and sodium hydride (80% strength dispersion in oil; 0.21 g; 7 mmol) is added. The mixture is stirred at 25° C. for 15 minutes and 1-acetylimidazole (0.46 g; 4.2 mmol) is added dropwise over the course of 5 minutes and the mixture is stirred for a further 15 minutes. 2 ml of glacial acetic acid are added and the mixture is stirred at 25° C. for 1 hour and then poured into ice-cold water (100 ml)... Reaction SMILES: [C:1]([CH2:3][C:4]([NH:6][C:7]1[CH:12]=[CH:11][C:10]([N+:13]([O-:15])=[O:14])=[C:9]([CH3:16])[CH:8]=1)=[O:5])#[N:2].[H-].[Na+].[C:19](N1C=CN=C1)(=[O:21])[CH3:20].Cl>O1CCCC1.C(O)(=O)C>[CH3:16][C:9]1[CH:8]=[C:7]([NH:6][C:4](=[O:5])/[C:3](/[C:1]#[N:2])=[C:19](\[OH:21])/[CH3:20])[CH:12]=[CH:11][C:10]=1[N+:13]([O-:15])=[O:14] |f:1.2|. Product: CC=1C=C(C=CC1[N+](=O)[O-])NC(\C(=C(\C)/O)\C#N)=O (N-(3-Methyl-4-nitrophenyl)-2-cyano-3-hydroxycrotonamide). Reactants: ice, C(#N)CC(=O)NC1=CC(=C(C=C1)[N+](=O)[O-])C (2-Cyano-N-(3-methyl-4-nitrophenyl)acetamide), [H-].[Na+] (sodium hydride), C(C)(=O)N1C=NC=C1 (1-acetylimidazole), Cl (hydrochloric acid). Run at temperature 25 celsius, time 15 minute. The solvent is C(C)(=O)O (acetic acid), O1CCCC1 (tetrahydrofuran).